Dataset: the Open Reaction Database (ORD), a public repository of structured organic reaction records. Task: describe an organic reaction: reactants, conditions, products, and yield Reactants: C(=NC1CCCCC1)=NC1CCCCC1, CN1C(=O)CC(=O)N(C)C1=O, CN(C)c1ccncc1, ClCCl, O=C(O)C1c2ccccc2-c2ccccc21. Yields the product CN1C(=O)C(C(=O)C2c3ccccc3-c3ccccc32)C(=O)N(C)C1=O. RXN SMILES: [CH2:28]1[CH2:29][CH2:30][CH:31]([N:32]=[C:33]=[N:34][CH:35]2[CH2:36][CH2:37][CH2:38][CH2:39][CH2:40]2)[CH2:41][CH2:42]1.[CH3:1][N:2]1[C:3](=[O:4])[N:5]([CH3:11])[C:6](=[O:7])[CH2:8][C:9]1=[O:10].[CH3:43][N:44]([CH3:45])[c:46]1[cH:47][cH:48][n:49][cH:50][cH:51]1.[Cl:52][CH2:53][Cl:54].[cH:12]1[cH:13][cH:14][cH:15][c:16]2[c:24]1[CH:23]([C:25](=[O:26])[OH:27])[c:22]1[c:17]-2[cH:18][cH:19][cH:20][cH:21]1>>[CH3:1][N:2]1[C:3](=[O:4])[N:5]([CH3:11])[C:6](=[O:7])[CH:8]([C:25]([CH:23]2[c:22]3[c:17]([cH:18][cH:19][cH:20][cH:21]3)-[c:16]3[cH:15][cH:14][cH:13][cH:12][c:24]32)=[O:26])[C:9]1=[O:10]. Reactants: C(C)(C)(C)OC(NC1(CCC1)C1=CC=C(C=C1)C=1C(C=2C(=C3C=NNC3=CC2)OC1C1=CC=CC=C1)=O)=O ({1-[4-(4-oxo-2-phenyl-4,7-dihydro-pyrano[2,3-e]indazol-3-yl)-phenyl]-cyclobutyl}-carbamic acid tert-butyl ester), [H-].[Na+] (sodium hydride), CI (methyl iodide). Run in CN(C)C=O (DMF). Conditions: time 5 minute. Yields the product C(C)(C)(C)OC(NC1(CCC1)C1=CC=C(C=C1)C=1C(C=2C(=C3C=NN(C3=CC2)C)OC1C1=CC=CC=C1)=O)=O ({1-[4-(7-Methyl-4-oxo-2-phenyl-4,7-dihydro-pyrano[2,3-e]indazol-3-yl)-phenyl]-cyclobutyl}-carbamic acid tert-butyl ester). The yield is 60.5%. RXN SMILES: [C:1]([O:5][C:6](=[O:38])[NH:7][C:8]1([C:12]2[CH:17]=[CH:16][C:15]([C:18]3[C:19](=[O:37])[C:20]4[C:21]([O:29][C:30]=3[C:31]3[CH:36]=[CH:35][CH:34]=[CH:33][CH:32]=3)=[C:22]3[C:26](=[CH:27][CH:28]=4)[NH:25][N:24]=[CH:23]3)=[CH:14][CH:13]=2)[CH2:11][CH2:10][CH2:9]1)([CH3:4])([CH3:3])[CH3:2].[H-].[Na+].[CH3:41]I>CN(C=O)C>[C:1]([O:5][C:6](=[O:38])[NH:7][C:8]1([C:12]2[CH:13]=[CH:14][C:15]([C:18]3[C:19](=[O:37])[C:20]4[C:21]([O:29][C:30]=3[C:31]3[CH:32]=[CH:33][CH:34]=[CH:35][CH:36]=3)=[C:22]3[C:26](=[CH:27][CH:28]=4)[N:25]([CH3:41])[N:24]=[CH:23]3)=[CH:16][CH:17]=2)[CH2:11][CH2:10][CH2:9]1)([CH3:4])([CH3:2])[CH3:3] |f:1.2|. Procedure: To a solution of {1-[4-(4-oxo-2-phenyl-4,7-dihydro-pyrano[2,3-e]indazol-3-yl)-phenyl]-cyclobutyl}-carbamic acid tert-butyl ester (65 mg, 0.13 mmol) in DMF (3 mL) at 0° C. under an atmosphere of N2 was added sodium hydride (60% in mineral oil, 6 mg, 0.15 mmol). After 5 min, methyl iodide (10 μL, 0.16 mmol) was added and the mixture stirred for a further 2 hours. The reaction was quenched with H2O, partitioned between EtOAc and H2O and the phases separated. The organic extracts were washed with br...